This data is from the Open Reaction Database (ORD), a public repository of structured organic reaction records. The task is: describe an organic reaction: reactants, conditions, products, and yield The reactants are NC(=O)c1ccc(C(F)(F)F)cc1N1CCC(CC(=O)O)CC1, ClCCCl, CN(C)c1ccncc1, CCN(C(C)C)C(C)C, NS(=O)(=O)c1cc(C(F)(F)F)cc(C(F)(F)F)c1, CN(C)C=O. The product is NC(=O)c1ccc(C(F)(F)F)cc1N1CCC(CC(=O)NS(=O)(=O)c2cc(C(F)(F)F)cc(C(F)(F)F)c2)CC1. As a reaction SMILES: [C:5]([NH2:6])(=[O:7])[c:8]1[c:9]([N:18]2[CH2:19][CH2:20][CH:21]([CH2:24][C:25](=[O:26])[OH:27])[CH2:22][CH2:23]2)[cH:10][c:11]([C:14]([F:15])([F:16])[F:17])[cH:12][cH:13]1.[CH2:1]([Cl:2])[CH2:3][Cl:4].[CH3:55][N:56]([c:57]1[cH:58][cH:59][n:60][cH:61][cH:62]1)[CH3:63].[CH:46]([N:47]([CH2:48][CH3:49])[CH:50]([CH3:51])[CH3:52])([CH3:53])[CH3:54].[F:28][C:29]([c:30]1[cH:31][c:32]([S:40](=[O:41])(=[O:42])[NH2:43])[cH:33][c:34]([C:36]([F:37])([F:38])[F:39])[cH:35]1)([F:44])[F:45].[O:64]=[CH:65][N:66]([CH3:67])[CH3:68]>>[C:5]([NH2:6])(=[O:7])[c:8]1[c:9]([N:18]2[CH2:19][CH2:20][CH:21]([CH2:24][C:25](=[O:26])[NH:43][S:40]([c:32]3[cH:31][c:30]([C:29]([F:28])([F:44])[F:45])[cH:35][c:34]([C:36]([F:37])([F:38])[F:39])[cH:33]3)(=[O:41])=[O:42])[CH2:22][CH2:23]2)[cH:10][c:11]([C:14]([F:15])([F:16])[F:17])[cH:12][cH:13]1. Starting materials: ClC=1C=C2C(C(=O)OC2=O)=CC1Cl (4,5-dichlorophthalic anhydride), C1(C=2C(C(=O)O1)=CC=CC2)=O (phthalic anhydride), N1(C=NC=C1)CCCN (3-(1H-imidazol-1-yl)propanamine), CC=1C=C2C(C(=O)OC2=O)=CC1 (4-methylphthalic anhydride), FC1=C2C(C(=O)OC2=O)=CC=C1 (3-fluorophthalic anhydride), C1(C=2C(C(=O)O1)=CC=CC2)=O (phthalic anhydride). Solvent: C(Cl)Cl (methylene chloride). Product: N1(C=NC=C1)CCCNC(C=1C(C(=O)O)=CC=CC1)=O (N-[3-(1H-imidazol-1-yl)propyl]phthalamic acid). RXN SMILES: [C:1]1(=[O:11])[O:6][C:4](=[O:5])[C:3]2=[CH:7][CH:8]=[CH:9][CH:10]=[C:2]12.[N:12]1([CH2:17][CH2:18][CH2:19][NH2:20])[CH:16]=[CH:15][N:14]=[CH:13]1.FC1C=CC=C2C(OC(=O)C=12)=O.ClC1C=C2C(=O)OC(=O)C2=CC=1Cl.CC1C=C2C(=O)OC(=O)C2=CC=1>C(Cl)Cl>[N:12]1([CH2:17][CH2:18][CH2:19][NH:20][C:4](=[O:5])[C:3]2[C:2](=[CH:10][CH:9]=[CH:8][CH:7]=2)[C:1]([OH:6])=[O:11])[CH:16]=[CH:15][N:14]=[CH:13]1. Reported procedure: A mixture of 0.01 mole of phthalic anhydride, 0.01 mole of 3-(1H-imidazol-1-yl)propanamine and 30 ml. of methylene chloride was stirred at room temperature for 3 hours and concentrated. The residue was recrystallized from ethanol whereby the desired product, m.p. 160°-162° C., was obtained. By substituting 3-fluorophthalic anhydride, 4,5-dichlorophthalic anhydride, and 4-methylphthalic anhydride for the phthalic anhydride of this example, the compounds set forth in Table XX below were obtained. RXN SMILES: [C:1]([NH:8][C@H:9]([C@H:17]1[O:21][C:20](=[O:22])[CH2:19][CH2:18]1)[CH2:10][C:11]1[CH:16]=[CH:15][CH:14]=[CH:13][CH:12]=1)([O:3][C:4]([CH3:7])([CH3:6])[CH3:5])=[O:2].C[Si]([N-][Si](C)(C)C)(C)C.[Li+].[CH2:33]1[O:43][C:42]2[CH:41]=[CH:40][C:37]([CH2:38]I)=[CH:36][C:35]=2[O:34]1.C(O)(=O)CC.C(O)(=O)CC(CC(O)=O)(C(O)=O)O>C1COCC1.C(OCC)(=O)C.O.CN1CCCN(C)C1=O>[C:1]([NH:8][C@H:9]([C@H:17]1[O:21][C:20](=[O:22])[C@H:19]([CH2:38][C:37]2[CH:40]=[CH:41][C:42]3[O:43][CH2:33][O:34][C:35]=3[CH:36]=2)[CH2:18]1)[CH2:10][C:11]1[CH:16]=[CH:15][CH:14]=[CH:13][CH:12]=1)([O:3][C:4]([CH3:6])([CH3:7])[CH3:5])=[O:2] |f:1.2|. The product is C(=O)(OC(C)(C)C)N[C@@H](CC1=CC=CC=C1)[C@@H]1C[C@H](C(O1)=O)CC1=CC2=C(C=C1)OCO2 (5(S)-[1(S)-(Boc-Amino)-2-phenylethyl]-3(R)-[(3,4-methylenedioxyphenyl)methyl]dihydrofuran-2-(3H)-one). Reaction conditions: temperature -75 celsius, time 20 minute. Solvent: C1CCOC1 (THF), O (water), C1CCOC1 (THF), CN1C(N(CCC1)C)=O (1,3-dimethyl-3,4,5,6-tetrahydro-2(1H)-pyrimidone), C(C)(=O)OCC (ethyl acetate), C1CCOC1 (THF). Reported procedure: Under an N2 atmosphere, a solution of 500 mg of 5(S)-[1(S)-(Boc-amino)-2-phenylethyl]-dihydrofuran-2-(3H)-one [Example 2b)] in 2 ml of abs. THF and 0.33 ml of 1,3-dimethyl-3,4,5,6-tetrahydro-2(1H)-pyrimidone (DMPU) is cooled down to -75° C. and treated, at an internal temperature of below -70° C., with 3.21 ml of a 1M solution of lithium bis(trimethylsilyl)amide in THF (Aldrich, Steinheim, FRG), and this mixture is then stirred at -75° C. for 20 min. 429 mg of 3,4-methylenedioxybenzyl iodide in ... Starting materials: C(=O)(OC(C)(C)C)N[C@@H](CC1=CC=CC=C1)[C@@H]1CCC(O1)=O (5(S)-[1(S)-(Boc-amino)-2-phenylethyl]-dihydrofuran-2-(3H)-one), C(CC)(=O)O (propionic acid), C1OC=2C=C(CI)C=CC2O1 (3,4-methylenedioxybenzyl iodide), solution, C[Si](C)(C)[N-][Si](C)(C)C.[Li+] (lithium bis(trimethylsilyl)amide), C(CC(O)(C(=O)O)CC(=O)O)(=O)O (citric acid), ice water. Starting materials: Cl.Cl.FC=1C=CC2=C(N(C(=N2)[C@H](C)N)C2=CC=CC=C2)C1 ((S)-1-(6-Fluoro-1-phenyl-1H-benzoimidazol-2-yl)ethylamine dihydrochloride), ClC1=CC=NC(=C1C#N)C (4-chloro-2-methylnicotinonitrile), C(C)(C)N(CC)C(C)C (diisopropylethylamine). Solvent: C(C)(C)O (isopropanol), CCOC(=O)C (EtOAc). Reaction conditions: time 86 hour. Product: FC=1C=CC2=C(N(C(=N2)[C@H](C)NC2=CC=NC(=C2C#N)C)C2=CC=CC=C2)C1 (4-[(S)-1-(6-Fluoro-1-phenyl-1H-benzoimidazol-2-yl)-ethylamino]-2-methyl-nicotinonitrile). The yield is 24.6%. RXN SMILES: Cl.Cl.[F:3][C:4]1[CH:5]=[CH:6][C:7]2[N:11]=[C:10]([C@@H:12]([NH2:14])[CH3:13])[N:9]([C:15]3[CH:20]=[CH:19][CH:18]=[CH:17][CH:16]=3)[C:8]=2[CH:21]=1.Cl[C:23]1[C:28]([C:29]#[N:30])=[C:27]([CH3:31])[N:26]=[CH:25][CH:24]=1.C(N(C(C)C)CC)(C)C>C(O)(C)C.CCOC(C)=O>[F:3][C:4]1[CH:5]=[CH:6][C:7]2[N:11]=[C:10]([C@@H:12]([NH:14][C:23]3[C:28]([C:29]#[N:30])=[C:27]([CH3:31])[N:26]=[CH:25][CH:24]=3)[CH3:13])[N:9]([C:15]3[CH:16]=[CH:17][CH:18]=[CH:19][CH:20]=3)[C:8]=2[CH:21]=1 |f:0.1.2|. Procedure: (S)-1-(6-Fluoro-1-phenyl-1H-benzoimidazol-2-yl)ethylamine dihydrochloride (0.083 g, 0.25 mmol), 4-chloro-2-methylnicotinonitrile (0.035 g, 0.23 mmol) and diisopropylethylamine (0.160 mL, 0.92 mmol) in isopropanol (1 mL) was heated to 80° C. in a sealed tube under argon for 2 h then at 75° C. for 86 h. The reaction mixture was cooled, diluted with EtOAc (20 mL) and washed with water (10 mL). The organic extracts were dried (Na2SO4), evaporated to dryness and purified by column chromatography (Si—... The reactants are COc1ccc(CCBr)cc1, CCN(C(C)C)C(C)C, COc1ccc2c(c1)N(C1CCNCC1)CCC2, CN(C)C=O, O. Product: COc1ccc(CCN2CCC(N3CCCc4ccc(OC)cc43)CC2)cc1. Reaction SMILES: [CH3:19][O:20][c:21]1[cH:22][cH:23][c:24]([CH2:27][CH2:28][Br:29])[cH:25][cH:26]1.[CH:30]([N:31]([CH:32]([CH3:33])[CH3:34])[CH2:35][CH3:36])([CH3:37])[CH3:38].[NH:1]1[CH2:2][CH2:3][CH:4]([N:7]2[CH2:8][CH2:9][CH2:10][c:11]3[cH:12][cH:13][c:14]([O:17][CH3:18])[cH:15][c:16]32)[CH2:5][CH2:6]1.[O:40]=[CH:41][N:42]([CH3:43])[CH3:44].[OH2:39]>>[N:1]1([CH2:28][CH2:27][c:24]2[cH:23][cH:22][c:21]([O:20][CH3:19])[cH:26][cH:25]2)[CH2:2][CH2:3][CH:4]([N:7]2[CH2:8][CH2:9][CH2:10][c:11]3[cH:12][cH:13][c:14]([O:17][CH3:18])[cH:15][c:16]32)[CH2:5][CH2:6]1. Reactants: CNC(=O)NCCC[C@@](O)(C1=CC(=CC=C1)Cl)[C@H]1CN(CCC1)C(=O)OC(C)(C)C ((R)-tert-butyl 3-((S)-4-(methylaminocarbonylamino)-1-(3-chlorophenyl)-1-hydroxybutyl)piperidine-1-carboxylate), Cl (HCl). Solvent: CC#N (CH3CN). Run at time 2 day. Product: ClC=1C=C(C=CC1)[C@](CCCNC(=O)NC)([C@H]1CNCCC1)O (1-((S)-4-(3-chlorophenyl)-4-hydroxy-4-((R)-piperidin-3-yl)butyl)-3-methylurea). RXN SMILES: [CH3:1][NH:2][C:3]([NH:5][CH2:6][CH2:7][CH2:8][C@:9]([C@@H:18]1[CH2:23][CH2:22][CH2:21][N:20](C(OC(C)(C)C)=O)[CH2:19]1)([C:11]1[CH:16]=[CH:15][CH:14]=[C:13]([Cl:17])[CH:12]=1)[OH:10])=[O:4].Cl>CC#N>[Cl:17][C:13]1[CH:12]=[C:11]([C@@:9]([OH:10])([C@@H:18]2[CH2:23][CH2:22][CH2:21][NH:20][CH2:19]2)[CH2:8][CH2:7][CH2:6][NH:5][C:3]([NH:2][CH3:1])=[O:4])[CH:16]=[CH:15][CH:14]=1. Reported procedure: A mixture of (R)-tert-butyl 3-((S)-4-(methylaminocarbonylamino)-1-(3-chlorophenyl)-1-hydroxybutyl)piperidine-1-carboxylate, CH3CN (20 mL) and 2 N aq HCl (15 mL) was vigorously stirred at rt for 2 d. The solvents were removed in vacuo to give the HCl salt of 1-((S)-4-(3-chlorophenyl)-4-hydroxy-4-((R)-piperidin-3-yl)butyl)-3-methylurea, which was used without further purification. LC-MS (3 min) tR=0.93 min, m/z 342, 340 (M+H+). Starting materials: NC=1C=C(C=CC1C1CCCCC1)C(C(=O)OCC)=O (ethyl 3-amino-4-cyclohexylphenylglyoxylate), [Br-] (bromide), Br (hydrobromic acid), Br (hydrobromic acid), N(=O)[O-].[Na+] (sodium nitrite). Solvent: O (water). Product: BrC=1C=C(C=CC1C1CCCCC1)C(C(=O)O)=O (3-bromo-4-cyclohexylphenylglyoxylic acid). Reaction SMILES: N[C:2]1[CH:3]=[C:4]([C:14](=[O:20])[C:15]([O:17]CC)=[O:16])[CH:5]=[CH:6][C:7]=1[CH:8]1[CH2:13][CH2:12][CH2:11][CH2:10][CH2:9]1.[BrH:21].N([O-])=O.[Na+].[Br-]>O>[Br:21][C:2]1[CH:3]=[C:4]([C:14](=[O:20])[C:15]([OH:17])=[O:16])[CH:5]=[CH:6][C:7]=1[CH:8]1[CH2:13][CH2:12][CH2:11][CH2:10][CH2:9]1 |f:2.3|. Procedure: To 11.1 g. (0.044 moles) of ethyl 3-amino-4-cyclohexylphenylglyoxylate suspension in 225 ml. of 40% hydrobromic acid and cooled to 0° C is added dropwise a solution of 2.34 g. of sodium nitrite in 30 ml. of water. To this mixture is added a solution of 20 g. of curpous bromide in 350 ml. of 40% hydrobromic acid added portion wise and stirred for 15 hours. The reaction mixture is then poured onto ice water, extracted with chloroform, dried over sodium sulfate and concentrated in vacuo. The residu...